From a dataset of the Open Reaction Database (ORD), a public repository of structured organic reaction records. describe an organic reaction: reactants, conditions, products, and yield Reactants: BrC=1C=NC=C(C1)I (3-bromo-5-iodo-pyridine), CN1N=CC(=C1)B1OC(C(O1)(C)C)(C)C (1-methyl-4-(4,4,5,5-tetramethyl-[1,3,2]dioxaborolan-2-yl)-1H-pyrazol), O.O.O.P(=O)([O-])([O-])[O-].[K+].[K+].[K+] (tri-potassium-phosphate-trihydrate). The reagents and catalysts are C1=CC=C(C=C1)P(C2=CC=CC=C2)C3=CC=CC=C3.C1=CC=C(C=C1)P(C2=CC=CC=C2)C3=CC=CC=C3.Cl[Pd]Cl (bis-(triphenylphosphine)-palladium(II)-chloride). Run in COCCOC (1,2-dimethoxyethane). Conditions: temperature 80 celsius, time 16 hour. Product: BrC=1C=NC=C(C1)C=1C=NN(C1)C (3-bromo-5-(1-methyl-1H-pyrazol-4-yl)-pyridine). RXN SMILES: [Br:1][C:2]1[CH:3]=[N:4][CH:5]=[C:6](I)[CH:7]=1.[CH3:9][N:10]1[CH:14]=[C:13](B2OC(C)(C)C(C)(C)O2)[CH:12]=[N:11]1.O.O.O.P([O-])([O-])([O-])=O.[K+].[K+].[K+]>COCCOC.C1C=CC(P(C2C=CC=CC=2)C2C=CC=CC=2)=CC=1.C1C=CC(P(C2C=CC=CC=2)C2C=CC=CC=2)=CC=1.Cl[Pd]Cl>[Br:1][C:2]1[CH:3]=[N:4][CH:5]=[C:6]([C:13]2[CH:12]=[N:11][N:10]([CH3:9])[CH:14]=2)[CH:7]=1 |f:2.3.4.5.6.7.8,10.11.12|. Reported procedure: A slurry of 4.33 g (15.3 mmol) 3-bromo-5-iodo-pyridine, 3.49 g (16.8 mmol) 1-methyl-4-(4,4,5,5-tetramethyl-[1,3,2]dioxaborolan-2-yl)-1H-pyrazol and 6.48 g (30.5 mmol) tri-potassium-phosphate-trihydrate in 30 ml 1,2-dimethoxyethane was heated to 80° C. under nitrogen. Then 321 mg (0.46 mmol) bis-(triphenylphosphine)-palladium(II)-chloride were added. The reaction mixture was stirred for 16 hours at 80° C. The reaction mixture was evaporated. The residue was chromatographed on a silica gel column ...